From a dataset of the Open Reaction Database (ORD), a public repository of structured organic reaction records. describe an organic reaction: reactants, conditions, products, and yield Reactants: CC(=O)[O-], CC(=O)[O-], Cc1cccc(B(O)O)c1C, CC1Cc2cccc(Cl)c2C1=O, [Na+], [Na+], O=C([O-])[O-], O, [Pd+2]. Yields the product Cc1cccc(-c2cccc3c2C(=O)C(C)C3)c1C. RXN SMILES: [C:30]([O-:31])(=[O:32])[CH3:33].[C:35]([O-:36])(=[O:37])[CH3:38].[CH3:13][c:14]1[c:15]([B:21]([OH:22])[OH:23])[cH:16][cH:17][cH:18][c:19]1[CH3:20].[Cl:1][c:2]1[cH:3][cH:4][cH:5][c:6]2[c:10]1[C:9](=[O:11])[CH:8]([CH3:12])[CH2:7]2.[Na+:24].[Na+:25].[O-:26][C:27](=[O:28])[O-:29].[OH2:39].[Pd+2:34]>>[c:2]1(-[c:15]2[c:14]([CH3:13])[c:19]([CH3:20])[cH:18][cH:17][cH:16]2)[cH:3][cH:4][cH:5][c:6]2[c:10]1[C:9](=[O:11])[CH:8]([CH3:12])[CH2:7]2. The reactants are Cl (hydrochloric acid), C(CC(=O)OC)(=O)OC (dimethyl malonate), [H-].[Na+] (sodium hydride), BrC1=NC=CC=N1 (2-bromopyrimidine). Run in O (water), O1CCOCC1 (1,4-dioxane), O1CCOCC1 (1,4-dioxane). Conditions: time 1 hour. The product is N1=C(N=CC=C1)C(C(=O)OC)C(=O)OC (dimethyl 2-(pyrimidin-2-yl)malonate). The yield is 36.5%. RXN SMILES: [C:1]([O:8][CH3:9])(=[O:7])[CH2:2][C:3]([O:5][CH3:6])=[O:4].[H-].[Na+].Br[C:13]1[N:18]=[CH:17][CH:16]=[CH:15][N:14]=1.Cl>O1CCOCC1.O>[N:14]1[CH:15]=[CH:16][CH:17]=[N:18][C:13]=1[CH:2]([C:1]([O:8][CH3:9])=[O:7])[C:3]([O:5][CH3:6])=[O:4] |f:1.2|. Procedure details: To dimethyl malonate (41.6 g) in 1,4-dioxane (900 ml) was added sodium hydride (60% dispersion in mineral oil; 18.9 g) portionwise. To the resultant gel was added 2-bromopyrimidine (50.0 g) in 1,4-dioxane (200 ml) dropwise. The mixture was stirred at room temperature for 1 h, then at reflux overnight. To the cooled solution was added water (400 ml), and 5 N hydrochloric acid until the pH was ˜1. The solution was washed with ethyl acetate (2×400 ml), the organic layers combined, washed with satur... The reactants are COC(CSC=1C=C(C=CC1)O)OC (3-(2,2-Dimethoxyethylthio)phenol), CN=C=O (Methyl isocyanate), CN=C=O (methyl isocyanate), CCOCC (ether). Reagents/catalysts: CN(C)C (trimethylamine). Solvent: C1=CC=CC=C1 (benzene), C1=CC=CC=C1 (benzene). Run at time 2 hour. Yields the product CNC(OC1=CC(=CC=C1)SCC(OC)OC)=O (O-[3-(2,2-Dimethoxyethylthio)phenyl] N-Methylcarbamate), O-[3-(2,2-dimethoxyethylthio)phenyl]-0 N-methylcarbamate. Reaction SMILES: [CH3:1][O:2][CH:3]([O:13][CH3:14])[CH2:4][S:5][C:6]1[CH:7]=[C:8]([OH:12])[CH:9]=[CH:10][CH:11]=1.[CH3:15][N:16]=[C:17]=[O:18].CCOCC>C1C=CC=CC=1.CN(C)C>[CH3:15][NH:16][C:17](=[O:18])[O:12][C:8]1[CH:9]=[CH:10][CH:11]=[C:6]([S:5][CH2:4][CH:3]([O:2][CH3:1])[O:13][CH3:14])[CH:7]=1. Reported procedure: 3-(2,2-Dimethoxyethylthio)phenol (1.80 grams) dissolved in benzene (5 ml) was charged into a glass reaction vessel equipped with a mechanical stirrer. Methyl isocyanate (12 ml) and trimethylamine (2 drops) were then added, and the resulting mixture was stirred at room temperature for a period of about 51/2 hours. The mixture was then allowed to stand overnight and was then stripped of excess methyl isocyanate and a portion of the benzene. The concentrated solution was then added to ether and coo...